From a dataset of the Open Reaction Database (ORD), a public repository of structured organic reaction records. describe an organic reaction: reactants, conditions, products, and yield The reactants are Brc1ccc2nccc(I)c2c1, O=C([O-])[O-], CC1(C)OB(c2cn[nH]c2)OC1(C)C, ClCCl, [K+], [K+], C1COCCO1. The product is Brc1ccc2nccc(-c3cn[nH]c3)c2c1. As a reaction SMILES: [Br:1][c:2]1[cH:3][c:4]2[c:5]([I:12])[cH:6][cH:7][n:8][c:9]2[cH:10][cH:11]1.[C:30](=[O:31])([O-:32])[O-:33].[CH3:13][C:14]1([CH3:15])[C:16]([CH3:17])([CH3:18])[O:19][B:20]([c:21]2[cH:22][n:23][nH:24][cH:25]2)[O:26]1.[Cl:27][CH2:28][Cl:29].[K+:34].[K+:35].[O:36]1[CH2:37][CH2:38][O:39][CH2:40][CH2:41]1>>[Br:1][c:2]1[cH:3][c:4]2[c:5](-[c:21]3[cH:22][n:23][nH:24][cH:25]3)[cH:6][cH:7][n:8][c:9]2[cH:10][cH:11]1. Starting materials: CCOC(=O)OCC, Cc1ccccc1, CCOC(=O)Cc1cc(F)cc(F)c1F, [H-], [Na+]. The product is CCOC(=O)C(C(=O)OCC)c1cc(F)cc(F)c1F. As a reaction SMILES: [CH2:16]([CH3:17])[O:18][C:19]([O:20][CH2:22][CH3:23])=[O:21].[CH3:26][c:27]1[cH:28][cH:29][cH:30][cH:31][cH:32]1.[F:1][c:2]1[c:3]([CH2:10][C:11](=[O:12])[O:13][CH2:14][CH3:15])[cH:4][c:5]([F:9])[cH:6][c:7]1[F:8].[H-:24].[Na+:25]>>[F:1][c:2]1[c:3]([CH:10]([C:11](=[O:12])[O:13][CH2:14][CH3:15])[C:19]([O:18][CH2:16][CH3:17])=[O:20])[cH:4][c:5]([F:9])[cH:6][c:7]1[F:8]. Starting materials: ClC1=C(C(=O)NCC2(CCN(CC2)S(=O)(=O)C=2N=NNC2)C2=NC=CC=C2F)C=CC(=C1)Cl (2,4-dichloro-N-{[4-(3-fluoropyridin-2-yl)-1-[(1H-1,2,3-triazol-4-yl)sulfonyl]piperidin-4-yl]methyl}benzamide), COC(N(C)C)OC (N,N-dimethylformamide dimethyl acetal). The solvent is C1(=CC=CC=C1)C (toluene). Product: ClC1=C(C(=O)NCC2(CCN(CC2)S(=O)(=O)C=2N=NN(C2)C)C2=NC=CC=C2F)C=CC(=C1)Cl (2,4-Dichloro-N-{[4-(3-fluoropyridin-2-yl)-1-[(1-methyl-1H-1,2,3-triazol-4-yl)sulfonyl]piperidin-4-yl]methyl}benzamide). RXN SMILES: [Cl:1][C:2]1[CH:32]=[C:31]([Cl:33])[CH:30]=[CH:29][C:3]=1[C:4]([NH:6][CH2:7][C:8]1([C:22]2[C:27]([F:28])=[CH:26][CH:25]=[CH:24][N:23]=2)[CH2:13][CH2:12][N:11]([S:14]([C:17]2[N:18]=[N:19][NH:20][CH:21]=2)(=[O:16])=[O:15])[CH2:10][CH2:9]1)=[O:5].[CH3:34]OC(OC)N(C)C>C1(C)C=CC=CC=1>[Cl:1][C:2]1[CH:32]=[C:31]([Cl:33])[CH:30]=[CH:29][C:3]=1[C:4]([NH:6][CH2:7][C:8]1([C:22]2[C:27]([F:28])=[CH:26][CH:25]=[CH:24][N:23]=2)[CH2:9][CH2:10][N:11]([S:14]([C:17]2[N:18]=[N:19][N:20]([CH3:34])[CH:21]=2)(=[O:16])=[O:15])[CH2:12][CH2:13]1)=[O:5]. Reported procedure: To a suspension of 2,4-dichloro-N-{[4-(3-fluoropyridin-2-yl)-1-[(1H-1,2,3-triazol-4-yl)sulfonyl]piperidin-4-yl]methyl}benzamide (0.15 g; 0.29 mmol) in toluene (5 ml) was added N,N-dimethylformamide dimethyl acetal (0.35 g; 0.4 ml; 2.92 mmol) and the mixture heated at reflux for 1 hour. The solvent was removed under vacuum and the residue azeotroped twice with toluene. The crude product was purified by preparative TLC on silica gel eluted with 3% methanol in DCM to give the title compound as the ... Starting materials: ClC=1C=CC(=C(C1)NC(C)(C(=O)O)C)[N+](=O)[O-] (N-(5-chloro-2-nitrophenyl)-2-methylalanine), C([O-])([O-])=O.[K+].[K+] (potassium carbonate), IC (iodomethane). Run in CN(C)C=O (DMF). Run at time 16 hour. The product is COC(C(NC1=C(C=CC(=C1)Cl)[N+](=O)[O-])(C)C)=O (N-(5-Chloro-2-nitrophenyl)-2-methylalanine methyl ester). As a reaction SMILES: [Cl:1][C:2]1[CH:3]=[CH:4][C:5]([N+:15]([O-:17])=[O:16])=[C:6]([NH:8][C:9]([CH3:14])([C:11]([OH:13])=[O:12])[CH3:10])[CH:7]=1.[C:18](=O)([O-])[O-].[K+].[K+].IC>CN(C=O)C>[CH3:18][O:12][C:11](=[O:13])[C:9]([CH3:10])([CH3:14])[NH:8][C:6]1[CH:7]=[C:2]([Cl:1])[CH:3]=[CH:4][C:5]=1[N+:15]([O-:17])=[O:16] |f:1.2.3|. Procedure details: A mixture of N-(5-chloro-2-nitrophenyl)-2-methylalanine (X, EXAMPLE 10, 22.3 g, DMF (260 ml), potassium carbonate (35.6 g), and iodomethane (26.9 ml) is stirred at 20°-25° for 16 hr. Aqueous workup (ether, water and saline washes, drying over magnesium sulfate) gives the title compound, mp 87°-89°; IR (Nujol) 3349, 2954, 2925, 1737, 1606, 1489, 1330, 1263, 1230, 1149 and 752 cm-1 ; NMR (CDCl3) 8.48, 8.15, 6.65, 6.54, 3.77 and 1.69 δ; MS (EI) 272 and 213 m/z. Product: FC1=CC=C2C(=C(NC(C2=C1)=O)C1=CC=CC=C1)OCCO (7-fluoro-4-(2-hydroxyethoxy)-3-phenylisoquinolin-1(2H)-one). Isolated yield 95.0%. Reaction SMILES: [F:1][C:2]1[CH:11]=[C:10]2[C:5]([C:6]([O:19][CH2:20][CH2:21][O:22]C3CCCCO3)=[C:7]([C:13]3[CH:18]=[CH:17][CH:16]=[CH:15][CH:14]=3)[NH:8][C:9]2=[O:12])=[CH:4][CH:3]=1.C1(C)C=CC(S(O)(=O)=O)=CC=1>CO>[F:1][C:2]1[CH:11]=[C:10]2[C:5]([C:6]([O:19][CH2:20][CH2:21][OH:22])=[C:7]([C:13]3[CH:18]=[CH:17][CH:16]=[CH:15][CH:14]=3)[NH:8][C:9]2=[O:12])=[CH:4][CH:3]=1. The solvent is CO (methanol). Reaction conditions: temperature 55 celsius. Starting materials: FC1=CC=C2C(=C(NC(C2=C1)=O)C1=CC=CC=C1)OCCOC1OCCCC1 (7-fluoro-3-phenyl-4-[2-(tetrahydro-2H-pyran-2-yloxy)ethoxy]isoquinolin-1(2H)-one), C1(=CC=C(C=C1)S(=O)(=O)O)C (p-toluenesulphonic acid). Procedure: To a solution of 590 mg (1.54 mmol) of 7-fluoro-3-phenyl-4-[2-(tetrahydro-2H-pyran-2-yloxy)ethoxy]isoquinolin-1(2H)-one in methanol (12 mL), 88 mg of p-toluenesulphonic acid (0.46 mmol) were added and the resulting mixture was heated at 55° C. for 2 hours. The solvent was removed under reduced pressure and the residue was diluted with dichloromethane and washed twice with aqueous sodium hydrogencarbonate saturated solution. The combined organic layer were dried over sodium sulphate and concentra... Starting materials: CC(CCOCC1=CC=CC=C1)=C (((3-methylbut-3-enyloxy)methyl)benzene), CC[C@@H]1CN2CC[C@@H]1C[C@@H]2[C@@H](C3=C4C=C(C=CC4=NC=C3)OC)OC5=NN=C(C6=CC=CC=C65)O[C@@H]([C@H]7C[C@@H]8CCN7C[C@@H]8CC)C9=C1C=C(C=CC1=NC=C9)OC (AD-mix-α), CC(C)(C)O.O (tBuOH H2O). Yields the product C(C1=CC=CC=C1)OCC[C@@](CO)(O)C ((S)-4-(benzyloxy)-2-methylbutane-1,2-diol). RXN SMILES: CC(=C)C[CH2:4][O:5][CH2:6][C:7]1[CH:12]=[CH:11][CH:10]=[CH:9][CH:8]=1.CC[C@H]1[C@H]2C[C@H]([C@H](OC3C4C(=CC=CC=4)C(O[C@H](C4C=CN=C5C=4C=C(OC)C=C5)[C@@H]4N5C[C@H](CC)[C@@H](CC5)C4)=NN=3)C3C=CN=C4C=3C=C([O:35]C)C=C4)N(CC2)C1.[CH3:72][C:73]([OH:76])([CH3:75])[CH3:74].O>>[CH2:6]([O:5][CH2:4][CH2:72][C@:73]([CH3:75])([OH:76])[CH2:74][OH:35])[C:7]1[CH:12]=[CH:11][CH:10]=[CH:9][CH:8]=1 |f:2.3|. Procedure details: Compound 1 was added to a solution of AD-mix-α in tBuOH/H2O (1:1) cooled in an ice bath. After TCL monitoring showed the disappearance of the starting material, the reaction was quenched by adding Na2SO3. The aqueous phase was extracted with ethyl acetate three times and the combined organic phase was washed with brine and dried (Na2SO4). The solid was filtered and the solvent was removed. The residue was purified by column chromatography to give compound 2. Reactants: C(C)O (ethanol), [N+](=O)([O-])C=1C=C2C(C(=O)OC2=O)=CC1 (4-nitrophthalic anhydride), NCC(=O)O (glycine), O (water). The solvent is CN(C=O)C (N,N-dimethylformamide). The product is [N+](=O)([O-])C=1C=C2C(C(=O)N(C2=O)CC(=O)O)=CC1 ((4-Nitrophthalimido)acetic acid). The yield is 77.5%. As a reaction SMILES: [N+:1]([C:4]1[CH:5]=[C:6]2[C:11](=[O:12])[O:10][C:8](=O)[C:7]2=[CH:13][CH:14]=1)([O-:3])=[O:2].[NH2:15][CH2:16][C:17]([OH:19])=[O:18].O.C(O)C>CN(C)C=O>[N+:1]([C:4]1[CH:5]=[C:6]2[C:11](=[O:12])[N:15]([CH2:16][C:17]([OH:19])=[O:18])[C:8](=[O:10])[C:7]2=[CH:13][CH:14]=1)([O-:3])=[O:2]. Reported procedure: A solution of 4-nitrophthalic anhydride (9.66 g, 50 mmol) and glycine (3.75 g, 50 mmol) in N,N-dimethylformamide was stirred for 30 minutes at 140° C. The reaction mixture was poured into water (150 mL). Resulting precipitate was collected by filtration and washed with water, which was collected by filtration and washed with water, which was recrystallized from ethanol to give 9.69 g (yield 77%) of the titled compound, m.p. 195.5°-196.5° C. (ethanol). Starting materials: Br, C=CC(=O)OC, Nc1ccc2c(c1)OCO2, CC(C)=O, O=N[O-], [Na+], O. Yields the product COC(=O)C(Br)Cc1ccc2c(c1)OCO2. RXN SMILES: [BrH:15].[C:16]([CH:17]=[CH2:18])(=[O:19])[O:20][CH3:21].[CH2:5]1[O:6][c:7]2[cH:8][c:9]([NH2:10])[cH:11][cH:12][c:13]2[O:14]1.[CH3:23][C:24](=[O:25])[CH3:26].[N:1]([O-:2])=[O:3].[Na+:4].[OH2:22]>>[CH2:5]1[O:6][c:7]2[cH:8][c:9]([CH2:18][CH:17]([Br:15])[C:16](=[O:19])[O:20][CH3:21])[cH:11][cH:12][c:13]2[O:14]1. Reported procedure: To a solution of ethyl 2-methyldioxolan-2-ylacetate (2.0 g) in methanol (69 ml) was added 1N sodium hydroxide solution (23 ml), and the mixture was stirred at room temperature overnight. Then, the mixture was neutralized with 1N hydrochloric acid, and the solvent was evaporated under reduced pressure. To the mixture was added ethyl acetate, and the mixture was dried with magnesium sulfate. The solvent was evaporated under reduced pressure to give 2-methyldioxolan-2-ylacetic acid (1.63 g) as colo... As a reaction SMILES: [CH3:1][C:2]1([CH2:7][C:8]([O:10]CC)=[O:9])[O:6][CH2:5][CH2:4][O:3]1.[OH-].[Na+].Cl>CO>[CH3:1][C:2]1([CH2:7][C:8]([OH:10])=[O:9])[O:6][CH2:5][CH2:4][O:3]1 |f:1.2|. The reactants are CC1(OCCO1)CC(=O)OCC (ethyl 2-methyldioxolan-2-ylacetate), [OH-].[Na+] (sodium hydroxide), Cl (hydrochloric acid). Yields the product CC1(OCCO1)CC(=O)O (2-methyldioxolan-2-ylacetic acid). Reaction conditions: time 8 hour. Run in CO (methanol). The yield is 97.1%.